Task: describe an organic reaction: reactants, conditions, products, and yield. Dataset: the Open Reaction Database (ORD), a public repository of structured organic reaction records Reactants: C1=CC=C(C(=C1)N)Cl, C1=CC(=C(C=C1Br)F)C#N. The reagents and catalysts are C(=O)([O-])[O-].[Cs+].[Cs+], C1=CC=C(C=C1)P(C2=CC=CC=C2)C3=C(C4=CC=CC=C4C=C3)C5=C(C=CC6=CC=CC=C65)P(C7=CC=CC=C7)C8=CC=CC=C8, CC(=O)O.CC(=O)O.[Pd]. Solvent: CC1=CC=CC=C1. Conditions: temperature 80 celsius. Product: C1=CC=C(C(=C1)NC2=CC(=C(C=C2)C#N)F)Cl. Isolated yield 83.5%. Procedure details: Palladium(II) acetate (0.561 g, 2.50 mmol) and rac-2,2'-bis(diphenylphosphino)-1,1'-binaphthyl (2.335 g, 3.75 mmol) was added to a stirred slurry of 2-chloroaniline (2.63 mL, 25.00 mmol), 4-bromo-2-fluorobenzonitrile (5 g, 25.00 mmol) and cesium carbonate (16.29 g, 50.00 mmol) in toluene (180 mL) at 23°Cunder nitrogen. The resulting slurry was stirred at 80 °C for 2 hours.  The reaction was incomplete (both SM left) so the temperature was increased to 100°C and the reaction mixture was stirred f... The reactants are [BH4-], COc1cc(CCCC=O)c(OC)c2ccccc12, CCO, [Na+]. Yields the product COc1cc(CCCCO)c(OC)c2ccccc12. As a reaction SMILES: [BH4-:20].[CH3:1][O:2][c:3]1[c:4]([CH2:15][CH2:16][CH2:17][CH:18]=[O:19])[cH:5][c:6]([O:13][CH3:14])[c:7]2[cH:8][cH:9][cH:10][cH:11][c:12]12.[CH3:22][CH2:23][OH:24].[Na+:21]>>[CH3:1][O:2][c:3]1[c:4]([CH2:15][CH2:16][CH2:17][CH2:18][OH:19])[cH:5][c:6]([O:13][CH3:14])[c:7]2[cH:8][cH:9][cH:10][cH:11][c:12]12. The reactants are CC(C)(C)OC(=O)Nc1ccc(-c2cccs2)cc1NC(=O)c1ccc(CBr)cc1, O=C(O)C(=O)O, CCN(C(C)C)C(C)C, CCOP(=O)(CN)OCC, CN(C)C=O, O. Product: CCOP(=O)(CNCc1ccc(C(=O)Nc2cc(-c3cccs3)ccc2NC(=O)OC(C)(C)C)cc1)OCC. RXN SMILES: [Br:1][CH2:2][c:3]1[cH:4][cH:5][c:6]([C:9](=[O:10])[NH:11][c:12]2[c:13]([NH:23][C:24]([O:25][C:26]([CH3:27])([CH3:28])[CH3:29])=[O:30])[cH:14][cH:15][c:16](-[c:18]3[s:19][cH:20][cH:21][cH:22]3)[cH:17]2)[cH:7][cH:8]1.[C:31]([OH:32])(=[O:33])[C:34]([OH:35])=[O:36].[CH:47]([N:48]([CH2:49][CH3:50])[CH:51]([CH3:52])[CH3:53])([CH3:54])[CH3:55].[NH2:37][CH2:38][P:39]([O:40][CH2:41][CH3:42])([O:43][CH2:44][CH3:45])=[O:46].[O:57]=[CH:58][N:59]([CH3:60])[CH3:61].[OH2:56]>>[CH2:2]([c:3]1[cH:4][cH:5][c:6]([C:9](=[O:10])[NH:11][c:12]2[c:13]([NH:23][C:24]([O:25][C:26]([CH3:27])([CH3:28])[CH3:29])=[O:30])[cH:14][cH:15][c:16](-[c:18]3[s:19][cH:20][cH:21][cH:22]3)[cH:17]2)[cH:7][cH:8]1)[NH:37][CH2:38][P:39]([O:40][CH2:41][CH3:42])([O:43][CH2:44][CH3:45])=[O:46]. Starting materials: C(C)N=C=S (ethyl isothiocyanate), CC1(CC=2C(=NC=NC2CC1)N1CCOC2=C(C1)C=C(C=C2)B(O)O)C ([4-(6,6-dimethyl-5,6,7,8-tetrahydroquinazolin-4-yl)-2,3,4,5-tetrahydro-1,4-benzoxazepin-7-yl]boronic acid). The product is CC1(CC=2C(=NC=NC2CC1)N1CCOC2=C(C1)C=C(C=C2)C=2C=CC1=C(NC(=N1)NCC)C2)C (6-[4-(6,6-dimethyl-5,6,7,8-tetrahydroquinazolin-4-yl)-2,3,4,5-tetrahydro-1,4-benzoxazepin-7-yl]-N-ethyl-1H-benzimidazol-2-amine). Reaction SMILES: [CH2:1]([N:3]=[C:4]=S)[CH3:2].[CH3:6][C:7]1([CH3:31])[CH2:16][CH2:15][C:14]2[N:13]=[CH:12][N:11]=[C:10]([N:17]3[CH2:23][C:22]4[CH:24]=[C:25](B(O)O)[CH:26]=[CH:27][C:21]=4[O:20][CH2:19][CH2:18]3)[C:9]=2[CH2:8]1>>[CH3:6][C:7]1([CH3:31])[CH2:16][CH2:15][C:14]2[N:13]=[CH:12][N:11]=[C:10]([N:17]3[CH2:23][C:22]4[CH:24]=[C:25]([C:8]5[CH:7]=[CH:2][C:1]6[N:3]=[C:4]([NH:13][CH2:14][CH3:15])[NH:11][C:10]=6[CH:9]=5)[CH:26]=[CH:27][C:21]=4[O:20][CH2:19][CH2:18]3)[C:9]=2[CH2:8]1. Reported procedure: Prepared according to the method of example 15 by using ethyl isothiocyanate in step 1 and [4-(6,6-dimethyl-5,6,7,8-tetrahydroquinazolin-4-yl)-2,3,4,5-tetrahydro-1,4-benzoxazepin-7-yl]boronic acid (reagent preparation 23) in step 3. 1H NMR (400 MHz, d6-DMSO): 8.37 (s, 1H), 7.56 (d, 1), 7.43 (dd, 1H), 7.38 (s, 1H), 7.20 (s, 2H), 7.00 (d, 1H), 4.62 (s, 2H), 4.29 (m, 2H), 3.83 (m, 2H), 3.35 (q, 2H), 2.70 (t, 2H), 2.47 (s, 2H), 1.60 (t, 2H), 1.19 (t, 3H), 0.86 (s, 6H); MS (EI) for C28H32N6O: 469 (MH... Starting materials: CC(=O)O, CSC1C(=O)Nc2ccc(CN3N=C(c4ccc(Cl)cc4)CSC3=O)cc21, [Zn]. Product: O=C1Cc2cc(CN3N=C(c4ccc(Cl)cc4)CSC3=O)ccc2N1. Reaction SMILES: [CH3:28][C:29](=[O:30])[OH:31].[Cl:1][c:2]1[cH:3][cH:4][c:5]([C:8]2=[N:9][N:10]([CH2:15][c:16]3[cH:17][c:18]4[c:22]([cH:23][cH:24]3)[NH:21][C:20](=[O:25])[CH:19]4[S:26][CH3:27])[C:11](=[O:14])[S:12][CH2:13]2)[cH:6][cH:7]1.[Zn:32]>>[Cl:1][c:2]1[cH:3][cH:4][c:5]([C:8]2=[N:9][N:10]([CH2:15][c:16]3[cH:17][c:18]4[c:22]([cH:23][cH:24]3)[NH:21][C:20](=[O:25])[CH2:19]4)[C:11](=[O:14])[S:12][CH2:13]2)[cH:6][cH:7]1. Starting materials: COC=1C=C2C(CNCC2=CC1)C1=CC(=C(C=C1)OC)OC (6-methoxy-4-(3,4-dimethoxyphenyl)-1,2,3,4-tetrahydroisoquinoline), Br (hydrobromic acid). The product is Br.OC=1C=C2C(CNCC2=CC1)C1=CC(=C(C=C1)O)O (6-hydroxy-4-(3,4-dihydroxyphenyl)-1,2,3,4-tetrahydroisoquinoline hydrobromide). As a reaction SMILES: C[O:2][C:3]1[CH:4]=[C:5]2[C:10](=[CH:11][CH:12]=1)[CH2:9][NH:8][CH2:7][CH:6]2[C:13]1[CH:18]=[CH:17][C:16]([O:19]C)=[C:15]([O:21]C)[CH:14]=1.[BrH:23]>>[BrH:23].[OH:2][C:3]1[CH:4]=[C:5]2[C:10](=[CH:11][CH:12]=1)[CH2:9][NH:8][CH2:7][CH:6]2[C:13]1[CH:18]=[CH:17][C:16]([OH:19])=[C:15]([OH:21])[CH:14]=1 |f:2.3|. Procedure details: To 790 mg of 6-methoxy-4-(3,4-dimethoxyphenyl)-1,2,3,4-tetrahydroisoquinoline, was added 16 ml of 48% hydrobromic acid, and the mixture was heated under reflux for 3 hours under an argon stream. The reaction solution was cooled, and precipitates which separated out were collected by filtration, giving 630 mg of 6-hydroxy-4-(3,4-dihydroxyphenyl)-1,2,3,4-tetrahydroisoquinoline hydrobromide. Starting materials: BrC=1C=C(C=CC1)C=1C=NC=C(C#N)C1NC=1C=C2C=CNC2=CC1 (5-(3-bromophenyl)-4-(1H-indol-5-ylamino)nicotinonitrile), ClC1=C(C=NC=C1C#N)C1=CC(=C(C=C1)OC)OC (4-chloro-5-(3,4-dimethoxyphenyl)nicotinonitrile), NC=1C=C2C=CNC2=C(C1)C (5-amino-7-methylindole). Reported procedure: Following procedures analogous to those described for preparing compound 113 (Example 2, Method B), the title compound was prepared from 4-chloro-5-(3,4-dimethoxyphenyl)nicotinonitrile and 5-amino-7-methylindole. MS: 385.3 (M+H). Product: COC=1C=C(C=CC1OC)C=1C=NC=C(C#N)C1NC=1C=C2C=CNC2=C(C1)C (5-(3,4-dimethoxyphenyl)-4-[(7-methyl-1H-indol-5-yl)amino]nicotinonitrile). Reaction SMILES: BrC1C=C(C2C=NC=C(C=2NC2C=C3C(=CC=2)NC=C3)C#N)C=CC=1.Cl[C:27]1[C:32]([C:33]#[N:34])=[CH:31][N:30]=[CH:29][C:28]=1[C:35]1[CH:40]=[CH:39][C:38]([O:41][CH3:42])=[C:37]([O:43][CH3:44])[CH:36]=1.[NH2:45][C:46]1[CH:47]=[C:48]2[C:52](=[C:53]([CH3:55])[CH:54]=1)[NH:51][CH:50]=[CH:49]2>>[CH3:44][O:43][C:37]1[CH:36]=[C:35]([C:28]2[CH:29]=[N:30][CH:31]=[C:32]([C:27]=2[NH:45][C:46]2[CH:47]=[C:48]3[C:52](=[C:53]([CH3:55])[CH:54]=2)[NH:51][CH:50]=[CH:49]3)[C:33]#[N:34])[CH:40]=[CH:39][C:38]=1[O:41][CH3:42]. The reactants are C1=CCCCC1, CO, CCOCC, CCCc1ncc2cc(Cl)nc(Cl)n12, CCCc1ncc2cc(Cl)nc(N)n12, N, O. The product is CCCc1ncc2cc(Cl)nc(OC)n12. RXN SMILES: [CH2:32]1[CH2:33][CH:34]=[CH:35][CH2:36][CH2:37]1.[CH3:1][OH:2].[CH3:38][CH2:39][O:40][CH2:41][CH3:42].[Cl:4][c:5]1[n:6][c:7]([Cl:17])[cH:8][c:9]2[n:10]1[c:11]([CH2:14][CH2:15][CH3:16])[n:12][cH:13]2.[NH2:18][c:19]1[n:20]2[c:21]([CH2:22][CH2:23][CH3:24])[n:25][cH:26][c:27]2[cH:28][c:29]([Cl:30])[n:31]1.[NH3:3].[OH2:43]>>[CH3:1][O:2][c:5]1[n:6][c:7]([Cl:17])[cH:8][c:9]2[n:10]1[c:11]([CH2:14][CH2:15][CH3:16])[n:12][cH:13]2.